Dataset: the Open Reaction Database (ORD), a public repository of structured organic reaction records. Task: describe an organic reaction: reactants, conditions, products, and yield The reactants are C=CCC1(O)CCN(C(=O)OC(C)(C)C)CC1, CCOC(C)=O, ClCCl, [Na+], [Na+], [Na+], O=C(OO)c1cccc(Cl)c1, O=C([O-])O, O=S([O-])S(=O)(=O)[O-]. Product: CC(C)(C)OC(=O)N1CCC(O)(CC2CO2)CC1. Reaction SMILES: [CH2:1]([CH:2]=[CH2:3])[C:4]1([OH:17])[CH2:5][CH2:6][N:7]([C:10](=[O:11])[O:12][C:13]([CH3:14])([CH3:15])[CH3:16])[CH2:8][CH2:9]1.[CH3:46][CH2:47][O:48][C:49](=[O:50])[CH3:51].[Cl:43][CH2:44][Cl:45].[Na+:29].[Na+:41].[Na+:42].[OH:18][O:19][C:20]([c:21]1[cH:22][c:23]([Cl:24])[cH:25][cH:26][cH:27]1)=[O:28].[OH:30][C:31](=[O:32])[O-:33].[S:34]([S:35]([O-:36])=[O:37])([O-:38])(=[O:39])=[O:40]>>[CH2:1]([CH:2]1[CH2:3][O:18]1)[C:4]1([OH:17])[CH2:5][CH2:6][N:7]([C:10](=[O:11])[O:12][C:13]([CH3:14])([CH3:15])[CH3:16])[CH2:8][CH2:9]1. Starting materials: FC(F)(Br)Br, Oc1cccnc1Br, CN1CCCC1=O, [H-], [Na+]. Yields the product FC(F)(Br)Oc1cccnc1Br. As a reaction SMILES: [Br:11][C:12]([F:13])([F:14])[Br:15].[Br:3][c:4]1[n:5][cH:6][cH:7][cH:8][c:9]1[OH:10].[CH3:16][N:17]1[CH2:18][CH2:19][CH2:20][C:21]1=[O:22].[H-:1].[Na+:2]>>[Br:3][c:4]1[n:5][cH:6][cH:7][cH:8][c:9]1[O:10][C:12]([Br:11])([F:13])[F:14]. As a reaction SMILES: [F:1][C:2]1[CH:3]=[C:4]([CH:11]=[CH:12][C:13]=1[O:14][CH3:15])[CH2:5][CH:6]([CH3:10])[C:7]([OH:9])=O>O>[F:1][C:2]1[CH:3]=[C:4]2[C:11](=[CH:12][C:13]=1[O:14][CH3:15])[C:7](=[O:9])[CH:6]([CH3:10])[CH2:5]2. Conditions: temperature 95 celsius. Solvent: polyphosphoric acid, O (water). Reactants: FC=1C=C(CC(C(=O)O)C)C=CC1OC (3-fluoro-α-methyl-4-methoxy dihydrocinnamic acid). Reported procedure: A mixture of 3-fluoro-α-methyl-4-methoxy dihydrocinnamic acid, (49.3 g, 0.23 mol) in polyphosphoric acid (500 g) is heated at 95° C. on a steam bath with occasional agitation for 75 min. The dark red solution is stirred with water (3.0 l) overnight. The precipitate is collected, and is washed thoroughly with water. Its solution in ether is extracted with aqueous potassium bicarbonate (4×), is diluted with methylene chloride, is dried (MgSO4), and is evaporated. The residue is recrystallized from... The product is FC=1C=C2CC(C(C2=CC1OC)=O)C (5-fluoro-6-methoxy-2-methylindanone). Starting materials: COC1=C(C=C(C=C1)OC)C(C)(CCCC1=CC=CC=C1)O (2-(2'5'-dimethyloxyphenyl)-5-phenyl-2-pentanol), 2,5-dimethoxy-acetophenone, C1(=CC=C(C=C1)S(=O)(=O)O)C (p-toluenesulfonic acid), BrC(CC)C1=CC=CC=C1 (1-bromopropylbenzene), [Mg] (magnesium), C1(=CC=CC=C1)O (phenol). The solvent is CCOCC (ether), CCOCC (ether), CCOCC (ether). The product is COC1=C(C=C(C=C1)OC)C(C)CCCC1=CC=CC=C1 (2-(2',5'-Dimethoxyphenyl)-5-Phenylpentane). Reaction SMILES: BrC(C1C=CC=CC=1)CC.[Mg].[CH3:12][O:13][C:14]1[CH:19]=[CH:18][C:17]([O:20][CH3:21])=[CH:16][C:15]=1[C:22](O)([CH2:24][CH2:25][CH2:26][C:27]1[CH:32]=[CH:31][CH:30]=[CH:29][CH:28]=1)[CH3:23].C1(C)C=CC(S(O)(=O)=O)=CC=1.C1(O)C=CC=CC=1>CCOCC>[CH3:12][O:13][C:14]1[CH:19]=[CH:18][C:17]([O:20][CH3:21])=[CH:16][C:15]=1[CH:22]([CH2:24][CH2:25][CH2:26][C:27]1[CH:28]=[CH:29][CH:30]=[CH:31][CH:32]=1)[CH3:23]. Reported procedure: A solution of 1-bromopropylbenzene (51.7 g., 0.26 mole) in ether (225 ml.) is added dropwise over a one hour period to a refluxing mixture of magnesium (7.32 g.) in ether (78 ml.). The reaction mixture is refluxed for 30 minutes longer and then a solution of 2,5-dimethoxy-acetophenone (50 g.) in ether (60 ml.) is added dropwise and heated to reflux for 1.5 hours. The reaction is quenched by addition of saturated ammonium chloride (250 ml.) the ether layer is separated and the aqueous phase extra... Starting materials: O[C@H](C)[C@@H]1[C@@H]2N(C(C(C2)=O)C(=O)OCC2=CC=C(C=C2)[N+](=O)[O-])C1=O (4-nitrobenzyl (5R, 6S)-6-[(1R)-1-hydroxyethyl]-2-oxo-1-carbapenam-3-carboxylate), CN(C(=O)[C@H]1[N+](C[C@H](C1)S)(C)CC)C ((2S, 4S)-2-(N,N-dimethylcarbamoyl)-1-ethyl-1-methyl-4-mercaptopyrrolidinium). Yields the product C(C)[N+]1([C@@H](C[C@@H](C1)SC=1C[C@H]2N(C1C(=O)[O-])C([C@@H]2[C@@H](C)O)=O)C(N(C)C)=O)C ((5R, 6S)-2-[(2S, 4S)-1-Ethyl-1-methyl-2-(N,N-dimethylcarbamoyl)pyrrolidinium-4-ylthio]-6-[(1R)-1-hydroxyethyl]-1-carbapen-2-em-3-carboxylate). Yield: 10.1%. RXN SMILES: [OH:1][C@@H:2]([C@H:4]1[C:24](=[O:25])[N:6]2[CH:7]([C:11]([O:13]CC3C=CC([N+]([O-])=O)=CC=3)=[O:12])[C:8](=O)[CH2:9][C@H:5]12)[CH3:3].[CH3:26][N:27]([CH3:39])[C:28]([C@@H:30]1[CH2:34][C@H:33]([SH:35])[CH2:32][N+:31]1([CH2:37][CH3:38])[CH3:36])=[O:29]>>[CH2:37]([N+:31]1([CH3:36])[CH2:32][C@@H:33]([S:35][C:8]2[CH2:9][C@@H:5]3[C@@H:4]([C@H:2]([OH:1])[CH3:3])[C:24](=[O:25])[N:6]3[C:7]=2[C:11]([O-:13])=[O:12])[CH2:34][C@H:30]1[C:28](=[O:29])[N:27]([CH3:26])[CH3:39])[CH3:38]. Procedure details: Following a procedure similar to that described in Example 6, but using 459 mg of 4-nitrobenzyl (5R, 6S)-6-[(1R)-1-hydroxyethyl]-2-oxo-1-carbapenam-3-carboxylate and 580 mg of the crude (2S, 4S)-2-(N,N-dimethylcarbamoyl)-1-ethyl-1-methyl-4-mercaptopyrrolidinium salt [prepared as described in Example 9-(2)], 55 mg of the title compound were obtained. Reactants: NC1=CC(=NC(=N1)C1=CC=CC=C1)NCCNC(C)=O (N-[2-(6-Amino-2-phenylpyrimidin-4-ylamino)-ethyl]-acetamide), NC1=CC(=NC(=N1)C1=CC=CC=C1)NCCNC(C)=O (N-[2-(6-Amino-2-phenylpyrimidin-4-ylamino)-ethyl]-acetamide), N1=C(C=CC=C1C)C (2,6-lutidine), ClCC(=O)Cl (chloroacetyl chloride), ClCC(=O)Cl (chloroacetyl chloride), ClCC(=O)Cl (chloroacetyl chloride), CO (MeOH). Solvent: C(Cl)Cl (DCM), CN(C)C=O (DMF), C(Cl)Cl (DCM), CCOC(=O)C (EtOAc). Conditions: time 0.5 hour. Product: C(C)(=O)NCCNC1=CC(=NC(=N1)C1=CC=CC=C1)NC(CCl)=O (N-[6-(2-Acetylaminoethylamino)-2-phenylpyrimidin-4-yl]-2-chloroacetamide). As a reaction SMILES: [NH2:1][C:2]1[N:7]=[C:6]([C:8]2[CH:13]=[CH:12][CH:11]=[CH:10][CH:9]=2)[N:5]=[C:4]([NH:14][CH2:15][CH2:16][NH:17][C:18](=[O:20])[CH3:19])[CH:3]=1.[Cl:21][CH2:22][C:23](Cl)=[O:24].CO.N1C(C)=CC=CC=1C>C(Cl)Cl.CN(C=O)C.CCOC(C)=O>[C:18]([NH:17][CH2:16][CH2:15][NH:14][C:4]1[N:5]=[C:6]([C:8]2[CH:13]=[CH:12][CH:11]=[CH:10][CH:9]=2)[N:7]=[C:2]([NH:1][C:23](=[O:24])[CH2:22][Cl:21])[CH:3]=1)(=[O:20])[CH3:19]. Procedure details: A solution of amine 5 was titrated with chloroacetyl chloride with monitoring by TLC (SiO2/8:1 and 14:1 DCM:MeOH) as follows: Neat chloroacetyl chloride (0.45 mL; 5.7 mmol) was slowly added down the side of a flask immersed in an ice-water bath into a solution of aminopyrimidine 5 (1.531 g; 5.64 mmol) and 2,6-lutidine (2.0 mL; 17 mmol) in DCM (30 mL) plus DMF (2.5 mL). Starting material remained so additional chloroacetyl chloride was added after 0.4 h (0.45 μL; 5.7 mmol) and again after an addi...